Dataset: the Open Reaction Database (ORD), a public repository of structured organic reaction records. Task: describe an organic reaction: reactants, conditions, products, and yield Procedure: Diphenyl N-(Boc-D-Phe-Pro)amino(4-amidinophenyl)-methanephosphonate hydrochloride {Boc-D-Phe-L-Pro-(4-AmPhGly)P (OPh)2 }. Boc-D-Phe-OH (2.66 g, 10 mmole) and L-Pro-OBzl (2.42 g) were coupled using DCC, and Boc-D-Phe-Pro-OBzl was obtained in 83% yield; 1H NMR (CDCl3) δ 7.34 (s, 5H), 7.23 (m, 5H), 5.4 (d, 1H), 5.15 (q, 2H), 4.65 (m, 1H), 4.35 (m, 1H), 3.5 (m, 1H), 3.1-2.9 (m, 2H), 2.6 (m, 1H), 2.-1.7 (m, 4H), 1.43 (s, 9H). Reaction SMILES: [NH:1]([C:13]([O:15][C:16]([CH3:19])([CH3:18])[CH3:17])=[O:14])[C@@H:2]([C:10]([OH:12])=O)[CH2:3][C:4]1[CH:9]=[CH:8][CH:7]=[CH:6][CH:5]=1.[NH:20]1[CH2:34][CH2:33][CH2:32][C@H:21]1[C:22]([O:24][CH2:25][C:26]1[CH:31]=[CH:30][CH:29]=[CH:28][CH:27]=1)=[O:23].C1CCC(N=C=NC2CCCCC2)CC1>>[NH:1]([C:13]([O:15][C:16]([CH3:19])([CH3:18])[CH3:17])=[O:14])[C@@H:2]([C:10]([N:20]1[CH2:34][CH2:33][CH2:32][C@H:21]1[C:22]([O:24][CH2:25][C:26]1[CH:27]=[CH:28][CH:29]=[CH:30][CH:31]=1)=[O:23])=[O:12])[CH2:3][C:4]1[CH:5]=[CH:6][CH:7]=[CH:8][CH:9]=1. Isolated yield 83.0%. The product is N([C@H](CC1=CC=CC=C1)C(=O)N1[C@H](C(=O)OCC2=CC=CC=C2)CCC1)C(=O)OC(C)(C)C (Boc-D-Phe-Pro-OBzl). The reactants are Diphenyl N-(Boc-D-Phe-Pro)amino(4-amidinophenyl)-methanephosphonate hydrochloride, C1CCC(CC1)N=C=NC2CCCCC2 (DCC), N([C@H](CC1=CC=CC=C1)C(=O)O)C(=O)OC(C)(C)C (Boc-D-Phe-OH), N1[C@H](C(=O)OCC2=CC=CC=C2)CCC1 (L-Pro-OBzl). Reactants: ClCCCN(S(=O)(=O)C1=CC(=CC=C1)C(F)(F)F)C(C)C (N-(3-chloropropyl)-N-(1-methylethyl)-3-trifluoromethylbenzenesulfonamide), CNCCC1=CC(OC)=C(OC)C=C1 (N-methylhomoveratrylamine), C([O-])([O-])=O.[K+].[K+] (potassium carbonate), C([O-])([O-])=O.[Cs+].[Cs+] (cesium carbonate). Solvent: C=1(C(=CC=CC1)C)C (xylene). Conditions: time 2 day. Product: COC=1C=C(C=CC1OC)CCN(CCCN(S(=O)(=O)C1=CC(=CC=C1)C(F)(F)F)C(C)C)C (N-[3-[[2-(3,4-Dimethoxyphenyl)ethyl]methylamino]propyl]-N-(1-methylethyl)-3-(trifluoromethyl)benzenesulfonamide). RXN SMILES: Cl[CH2:2][CH2:3][CH2:4][N:5]([CH:19]([CH3:21])[CH3:20])[S:6]([C:9]1[CH:14]=[CH:13][CH:12]=[C:11]([C:15]([F:18])([F:17])[F:16])[CH:10]=1)(=[O:8])=[O:7].[CH3:22][NH:23][CH2:24][CH2:25][C:26]1[CH:35]=[CH:34][C:31]([O:32][CH3:33])=[C:28]([O:29][CH3:30])[CH:27]=1.C(=O)([O-])[O-].[K+].[K+].C(=O)([O-])[O-].[Cs+].[Cs+]>C1(C)C(C)=CC=CC=1>[CH3:30][O:29][C:28]1[CH:27]=[C:26]([CH2:25][CH2:24][N:23]([CH3:22])[CH2:2][CH2:3][CH2:4][N:5]([CH:19]([CH3:21])[CH3:20])[S:6]([C:9]2[CH:14]=[CH:13][CH:12]=[C:11]([C:15]([F:18])([F:17])[F:16])[CH:10]=2)(=[O:8])=[O:7])[CH:35]=[CH:34][C:31]=1[O:32][CH3:33] |f:2.3.4,5.6.7|. Procedure details: N-(3-chloropropyl)-N-(1-methylethyl)-3-trifluoromethylbenzenesulfonamide (23.4 g, 0.068 mol) and N-methylhomoveratrylamine (13.29 g, 0.068 mol) in xylene (250 mL) containing anhydrous potassium carbonate (4.68 g, 0.034 mol) and cesium carbonate (11.08 g, 0.034 mol) were heated and stirred for 21/2 days. The reaction was cooled, filtered and stripped to provide a gum with a small amount of crystalline material evident. Solution in diethyl ether, filtration of the small amount of solid and concent...